This data is from the Open Reaction Database (ORD), a public repository of structured organic reaction records. The task is: describe an organic reaction: reactants, conditions, products, and yield Starting materials: O=C(Cl)c1ccc(Cl)cc1, Cn1cccc1C(=O)c1ccc(Cl)nc1, Cl. The product is Cn1cc(C(=O)c2ccc(Cl)cc2)cc1C(=O)c1ccc(Cl)nc1. Reaction SMILES: [Cl:17][C:18](=[O:19])[c:20]1[cH:21][cH:22][c:23]([Cl:24])[cH:25][cH:26]1.[Cl:2][c:3]1[cH:4][cH:5][c:6]([C:9](=[O:10])[c:11]2[n:12]([CH3:16])[cH:13][cH:14][cH:15]2)[cH:7][n:8]1.[ClH:1]>>[Cl:2][c:3]1[cH:4][cH:5][c:6]([C:9](=[O:10])[c:11]2[n:12]([CH3:16])[cH:13][c:14]([C:18](=[O:19])[c:20]3[cH:21][cH:22][c:23]([Cl:24])[cH:25][cH:26]3)[cH:15]2)[cH:7][n:8]1. Reactants: COC(=O)C1(CC1)OC1=CC(=C(C=C1)[N+](=O)[O-])F (1-(3-fluoro-4-nitro-phenoxy)-cyclopropanecarboxylic acid methyl ester), C(C)(=O)OCC (ethyl acetate). The solvent is C(C)O (ethanol). Reaction conditions: time 8 hour. The product is COC(=O)C1(CC1)OC1=CC(=C(C=C1)N)F (1-(4-Amino-3-fluoro-phenoxy)-cyclopropanecarboxylic acid methyl ester). Yield: 98.0%. Reaction SMILES: [CH3:1][O:2][C:3]([C:5]1([O:8][C:9]2[CH:14]=[CH:13][C:12]([N+:15]([O-])=O)=[C:11]([F:18])[CH:10]=2)[CH2:7][CH2:6]1)=[O:4].C(OCC)(=O)C>C(O)C>[CH3:1][O:2][C:3]([C:5]1([O:8][C:9]2[CH:14]=[CH:13][C:12]([NH2:15])=[C:11]([F:18])[CH:10]=2)[CH2:7][CH2:6]1)=[O:4]. Procedure details: To a solution of 4.49 g (17.6 mmol) 1-(3-fluoro-4-nitro-phenoxy)-cyclopropanecarboxylic acid methyl ester in 50 mL ethanol 0.5 g 10% palladium on charcoal was added and the suspension stirred for 8 h at room temperature under an atmosphere of hydrogen (1.7 bar). After the addition of 100 mL ethyl acetate the catalyst was filtered off, the filtrate evaporated and dried under high vacuum to give the title compound as a brown oil (98%) which was used in the next step without further purification. The reactants are CN1CC(=O)N(Cc2ccc(Br)cc2)C1=O, CC1(C)OB(c2ccc3c(c2)CN(C2CC2)C3=O)OC1(C)C, C1CCC(P(C2CCCCC2)C2CCCCC2)CC1, ClCCl, [K+], [K+], [K+], C1COCCO1, O, O=P([O-])([O-])[O-]. Yields the product CN1CC(=O)N(Cc2ccc(-c3ccc4c(c3)CN(C3CC3)C4=O)cc2)C1=O. RXN SMILES: [Br:23][c:24]1[cH:25][cH:26][c:27]([CH2:28][N:29]2[C:30](=[O:36])[N:31]([CH3:35])[CH2:32][C:33]2=[O:34])[cH:37][cH:38]1.[CH:1]1([N:4]2[C:5](=[O:22])[c:6]3[cH:7][cH:8][c:9]([B:13]4[O:14][C:15]([CH3:16])([CH3:17])[C:18]([CH3:19])([CH3:20])[O:21]4)[cH:10][c:11]3[CH2:12]2)[CH2:2][CH2:3]1.[CH:39]1([P:40]([CH:41]2[CH2:42][CH2:43][CH2:44][CH2:45][CH2:46]2)[CH:47]2[CH2:48][CH2:49][CH2:50][CH2:51][CH2:52]2)[CH2:53][CH2:54][CH2:55][CH2:56][CH2:57]1.[Cl:72][CH2:73][Cl:74].[K+:63].[K+:64].[K+:65].[O:66]1[CH2:67][CH2:68][O:69][CH2:70][CH2:71]1.[OH2:75].[P:58]([O-:59])([O-:60])([O-:61])=[O:62]>>[CH:1]1([N:4]2[C:5](=[O:22])[c:6]3[cH:7][cH:8][c:9](-[c:24]4[cH:25][cH:26][c:27]([CH2:28][N:29]5[C:30](=[O:36])[N:31]([CH3:35])[CH2:32][C:33]5=[O:34])[cH:37][cH:38]4)[cH:10][c:11]3[CH2:12]2)[CH2:2][CH2:3]1. Starting materials: NC1=CC(=NC=N1)C(=O)NC(C)C=1C=NC(=CC1)OCC(F)(F)F (6-amino-N-(1-(6-(2,2,2-trifluoroethoxy)pyridin-3-yl)ethyl)pyrimidine-4-carboxamide), C(CC)(=O)Cl (propionyl chloride). The product is C(CC)(=O)NC1=CC(=NC=N1)C(=O)NC(C)C=1C=NC(=CC1)OCC(F)(F)F (6-propionamido-N-(1-(6-(2,2,2-trifluoroethoxy)pyridin-3-yl)ethyl)pyrimidine-4-carboxamide). Reaction SMILES: [NH2:1][C:2]1[N:7]=[CH:6][N:5]=[C:4]([C:8]([NH:10][CH:11]([C:13]2[CH:14]=[N:15][C:16]([O:19][CH2:20][C:21]([F:24])([F:23])[F:22])=[CH:17][CH:18]=2)[CH3:12])=[O:9])[CH:3]=1.[C:25](Cl)(=[O:28])[CH2:26][CH3:27]>>[C:25]([NH:1][C:2]1[N:7]=[CH:6][N:5]=[C:4]([C:8]([NH:10][CH:11]([C:13]2[CH:14]=[N:15][C:16]([O:19][CH2:20][C:21]([F:23])([F:22])[F:24])=[CH:17][CH:18]=2)[CH3:12])=[O:9])[CH:3]=1)(=[O:28])[CH2:26][CH3:27]. Procedure: The title compound is prepared from 6-amino-N-(1-(6-(2,2,2-trifluoroethoxy)pyridin-3-yl)ethyl)pyrimidine-4-carboxamide (30 mg, 0.09 mmol, Step-1, single enantiomer) and propionyl chloride (12 mg, 0.13 mmol) according to the procedure similar to that described in Step-2 of Example 8. The reactants are CC1CC2=CC(=C(C=C2C1)NC(C)=O)[N+](=O)[O-] (N-(2-Methyl-6-nitro-2,3-dihydro-1H-inden-5-yl)acetamide). Solvent: CCO (EtOH), [CH]Cl (cHCl). Yields the product CC1CC2=CC(=C(C=C2C1)N)[N+](=O)[O-] (2-Methyl-6-nitro-5-indanamine). Yield: 96.7%. Reaction SMILES: [CH3:1][CH:2]1[CH2:10][C:9]2[C:4](=[CH:5][C:6]([N+:15]([O-:17])=[O:16])=[C:7]([NH:11]C(=O)C)[CH:8]=2)[CH2:3]1>CCO.[CH]Cl>[CH3:1][CH:2]1[CH2:10][C:9]2[C:4](=[CH:5][C:6]([N+:15]([O-:17])=[O:16])=[C:7]([NH2:11])[CH:8]=2)[CH2:3]1 |^3:20|. Reported procedure: A suspension of nitroacetamide 92 (3.79 g, 16.2 mmol) in EtOH (100 mL) and cHCl (14 mL) was stirred at reflux temperature for 4 h. The mixture was cooled and the EtOH evaporated. The mixture was diluted with water (100 mL) and the pH adjusted to 9 with cNH3. The mixture was extracted with DCM (3×50 mL) and the combined organic fraction dried and the solvent evaporated. The residue was purified by chromatography, eluting with 20% EtOAc/pet. ether, to give nitroaniline 93 (3.01 g, 97%) as a red so...